Dataset: the Open Reaction Database (ORD), a public repository of structured organic reaction records. Task: describe an organic reaction: reactants, conditions, products, and yield Reactants: CC(C)n1ncnc1-c1cn(CCO)c(-c2ccc(OCc3ccccc3)cc2F)n1, [H-], [Na+], CN(C)C=O. Product: CC(C)n1ncnc1-c1cn2c(n1)-c1ccc(OCc3ccccc3)cc1OCC2. As a reaction SMILES: [CH2:1]([c:2]1[cH:3][cH:4][cH:5][cH:6][cH:7]1)[O:8][c:9]1[cH:10][c:11]([F:31])[c:12](-[c:15]2[n:16]([CH2:28][CH2:29][OH:30])[cH:17][c:18](-[c:20]3[n:21]([CH:25]([CH3:26])[CH3:27])[n:22][cH:23][n:24]3)[n:19]2)[cH:13][cH:14]1.[H-:32].[Na+:33].[O:34]=[CH:35][N:36]([CH3:37])[CH3:38]>>[CH2:1]([c:2]1[cH:3][cH:4][cH:5][cH:6][cH:7]1)[O:8][c:9]1[cH:10][c:11]2[c:12]([cH:13][cH:14]1)-[c:15]1[n:16]([cH:17][c:18](-[c:20]3[n:21]([CH:25]([CH3:26])[CH3:27])[n:22][cH:23][n:24]3)[n:19]1)[CH2:28][CH2:29][O:30]2. Starting materials: CN1C=C(C=CC1=O)C(=O)O (1-Methyl-6-oxo-1,6-dihydro-pyridine-3-carboxylic acid), C(C(=O)Cl)(=O)Cl (Oxalyl chloride). The solvent is ClCCl (dichloromethane). Run at time 30 minute. Product: COC(=O)C1=CN(C(C=C1)=O)C (1-Methyl-6-oxo-1,6-dihydro-pyridine-3-carboxylic acid methyl ester). Isolated yield 56.8%. Reaction SMILES: [CH3:1][N:2]1[C:7](=[O:8])[CH:6]=[CH:5][C:4]([C:9]([OH:11])=[O:10])=[CH:3]1.[C:12](Cl)(=O)C(Cl)=O>ClCCl>[CH3:12][O:10][C:9]([C:4]1[CH:5]=[CH:6][C:7](=[O:8])[N:2]([CH3:1])[CH:3]=1)=[O:11]. Procedure: The mixture obtained in Example 26 (˜2.5 g total) was dissolved in dichloromethane (30 mL). Oxalyl chloride (2 M in dichloromethane, 16.3 mL. 32.6 mmol) was added and the reaction was stirred for 30 min. The reaction was quenched with methanol, then diluted with dichloromethane and washed with water. The organic phase was dried over anhydrous magnesium sulfate, filtered and concentrated, then chromatographed in 20-50% ethyl acetate in hexanes to yield the title product 1.55 g, 26% (2 steps). Reactants: Cc1c(Br)cccc1-n1ccn2ccnc2c1=O, CCO, CC(C)Nc1ccc2c(c1)[nH]c1c(C(N)=O)ccc(B3OC(C)(C)C(C)(C)O3)c12, O=C(O)C(F)(F)F, [Na+], [Na+], O=C([O-])[O-], Cc1ccccc1, c1ccc(P(c2ccccc2)(c2ccccc2)[Pd](P(c2ccccc2)(c2ccccc2)c2ccccc2)(P(c2ccccc2)(c2ccccc2)c2ccccc2)P(c2ccccc2)(c2ccccc2)c2ccccc2)cc1. Yields the product Cc1c(-c2ccc(C(N)=O)c3[nH]c4cc(NC(C)C)ccc4c23)cccc1-n1ccn2ccnc2c1=O. As a reaction SMILES: [Br:30][c:31]1[c:32]([CH3:47])[c:33](-[n:37]2[c:38](=[O:46])[c:39]3[n:40]([cH:41][cH:42]2)[cH:43][cH:44][n:45]3)[cH:34][cH:35][cH:36]1.[CH2:61]([OH:62])[CH3:63].[CH:1]([CH3:2])([CH3:3])[NH:4][c:5]1[cH:6][cH:7][c:8]2[c:9]3[c:10]([B:21]4[O:22][C:23]([CH3:24])([CH3:25])[C:26]([CH3:27])([CH3:28])[O:29]4)[cH:11][cH:12][c:13]([C:18](=[O:19])[NH2:20])[c:14]3[nH:15][c:16]2[cH:17]1.[F:48][C:49]([F:50])([F:51])[C:52]([OH:53])=[O:54].[Na+:55].[Na+:56].[O-:57][C:58](=[O:59])[O-:60].[c:64]1([CH3:65])[cH:66][cH:67][cH:68][cH:69][cH:70]1.[cH:71]1[cH:72][cH:73][c:74]([P:75]([Pd:76]([P:77]([c:78]2[cH:79][cH:80][cH:81][cH:82][cH:83]2)([c:84]2[cH:85][cH:86][cH:87][cH:88][cH:89]2)[c:90]2[cH:91][cH:92][cH:93][cH:94][cH:95]2)([P:96]([c:97]2[cH:98][cH:99][cH:100][cH:101][cH:102]2)([c:103]2[cH:104][cH:105][cH:106][cH:107][cH:108]2)[c:109]2[cH:110][cH:111][cH:112][cH:113][cH:114]2)[P:115]([c:116]2[cH:117][cH:118][cH:119][cH:120][cH:121]2)([c:122]2[cH:123][cH:124][cH:125][cH:126][cH:127]2)[c:128]2[cH:129][cH:130][cH:131][cH:132][cH:133]2)([c:134]2[cH:135][cH:136][cH:137][cH:138][cH:139]2)[c:140]2[cH:141][cH:142][cH:143][cH:144][cH:145]2)[cH:146][cH:147]1>>[CH:1]([CH3:2])([CH3:3])[NH:4][c:5]1[cH:6][cH:7][c:8]2[c:9]3[c:10](-[c:31]4[c:32]([CH3:47])[c:33](-[n:37]5[c:38](=[O:46])[c:39]6[n:40]([cH:41][cH:42]5)[cH:43][cH:44][n:45]6)[cH:34][cH:35][cH:36]4)[cH:11][cH:12][c:13]([C:18](=[O:19])[NH2:20])[c:14]3[nH:15][c:16]2[cH:17]1.